Dataset: the Open Reaction Database (ORD), a public repository of structured organic reaction records. Task: describe an organic reaction: reactants, conditions, products, and yield RXN SMILES: [Br:1][c:2]1[c:3](-[c:8]2[o:9][c:10]([C:16]([F:17])([F:18])[F:19])[c:11]([C:13](=[O:14])[OH:15])[n:12]2)[cH:4][cH:5][cH:6][cH:7]1.[CH2:20]([CH3:21])[N:22]([c:23]1[n:24][cH:25][c:26]([NH2:29])[cH:27][cH:28]1)[CH3:30]>>[Br:1][c:2]1[c:3](-[c:8]2[o:9][c:10]([C:16]([F:17])([F:18])[F:19])[c:11]([C:13](=[O:15])[NH:29][c:26]3[cH:25][n:24][c:23]([N:22]([CH2:20][CH3:21])[CH3:30])[cH:28][cH:27]3)[n:12]2)[cH:4][cH:5][cH:6][cH:7]1. Product: CCN(C)c1ccc(NC(=O)c2nc(-c3ccccc3Br)oc2C(F)(F)F)cn1. The reactants are O=C(O)c1nc(-c2ccccc2Br)oc1C(F)(F)F, CCN(C)c1ccc(N)cn1.